This data is from the Open Reaction Database (ORD), a public repository of structured organic reaction records. The task is: describe an organic reaction: reactants, conditions, products, and yield Starting materials: C1CCOC1, CC(=O)O, CC(C)(C)OC(=O)N1CCC(NC(=O)c2ccc3c(c2)OCCO3)CC1c1nc2ccccc2n1CCOC1CCCCO1, O. The product is CC(C)(C)OC(=O)N1CCC(NC(=O)c2ccc3c(c2)OCCO3)CC1c1nc2ccccc2n1CCO. RXN SMILES: [CH2:49]1[O:50][CH2:51][CH2:52][CH2:53]1.[CH3:45][C:46](=[O:47])[OH:48].[O:1]1[c:2]2[c:3]([cH:7][c:8]([C:11](=[O:12])[NH:13][CH:14]3[CH2:15][CH:16]([c:27]4[n:28][c:29]5[c:30]([n:31]4[CH2:32][CH2:33][O:34][CH:35]4[CH2:36][CH2:37][CH2:38][CH2:39][O:40]4)[cH:41][cH:42][cH:43][cH:44]5)[N:17]([C:20](=[O:21])[O:22][C:23]([CH3:24])([CH3:25])[CH3:26])[CH2:18][CH2:19]3)[cH:9][cH:10]2)[O:4][CH2:5][CH2:6]1.[OH2:54]>>[O:1]1[c:2]2[c:3]([cH:7][c:8]([C:11](=[O:12])[NH:13][CH:14]3[CH2:15][CH:16]([c:27]4[n:28][c:29]5[c:30]([n:31]4[CH2:32][CH2:33][OH:34])[cH:41][cH:42][cH:43][cH:44]5)[N:17]([C:20](=[O:21])[O:22][C:23]([CH3:24])([CH3:25])[CH3:26])[CH2:18][CH2:19]3)[cH:9][cH:10]2)[O:4][CH2:5][CH2:6]1. The reactants are COC[C@@H](OC=1C=C(C(=O)O)C=C(C1)O[C@H](CC1=CC=CC=C1)C)C (3-((S)-2-Methoxy-1-methyl-ethoxy)-5-((S)-1-methyl-2-phenyl-ethoxy)-benzoic acid), N1=CC=C(C=C1)CN1N=C(C=C1)N (1-pyridine-4-ylmethyl-1H-pyrazole-3-ylamine). Run in S(=O)(Cl)Cl (thionylchloride). Run at temperature 70 celsius, time 4 day. Yields the product N1=CC=C(C=C1)CN1N=C(C=C1)NC(C1=CC=CC=C1)=O (N-(1-pyridine-4-ylmethyl-1H-pyrazole-3-yl)-benzamide). The yield is 17.0%. As a reaction SMILES: COC[C@H](C)O[C:6]1[CH:7]=[C:8]([CH:12]=[C:13](O[C@@H](C)CC2C=CC=CC=2)[CH:14]=1)[C:9]([OH:11])=O.[N:26]1[CH:31]=[CH:30][C:29]([CH2:32][N:33]2[CH:37]=[CH:36][C:35]([NH2:38])=[N:34]2)=[CH:28][CH:27]=1>S(Cl)(Cl)=O>[N:26]1[CH:31]=[CH:30][C:29]([CH2:32][N:33]2[CH:37]=[CH:36][C:35]([NH:38][C:9](=[O:11])[C:8]3[CH:7]=[CH:6][CH:14]=[CH:13][CH:12]=3)=[N:34]2)=[CH:28][CH:27]=1. Procedure details: 3-((S)-2-Methoxy-1-methyl-ethoxy)-5-((S)-1-methyl-2-phenyl-ethoxy)-benzoic acid (0.58 mmol) is dissolved in thionylchloride (1.1 ml) and heated to 70° C. for 1 hour. After cooling to RT, the solvent is removed in vacuo. The residue is dissolved in dichloromethane (1.2 ml) and ethyldiisopropylamine (150 μl) is added and 1-pyridine-4-ylmethyl-1H-pyrazole-3-ylamine (1.2 eq.) is added. The suspension is stirred 4 days at room temperature. The reaction solution is extracted with water. The organic la...